From a dataset of the Open Reaction Database (ORD), a public repository of structured organic reaction records. describe an organic reaction: reactants, conditions, products, and yield RXN SMILES: [Cl:1][C:2]1[CH:7]=[C:6]([Cl:8])[CH:5]=[CH:4][C:3]=1[CH:9](O)[CH:10]([F:16])[N:11]1[CH:15]=[N:14][CH:13]=[N:12]1.OS(O)(=O)=O.[F:23][C:24]1[CH:29]=[CH:28][CH:27]=[CH:26][CH:25]=1>>[F:16][CH:10]([N:11]1[CH:15]=[N:14][CH:13]=[N:12]1)[CH:9]([C:3]1[CH:4]=[CH:5][C:6]([Cl:8])=[CH:7][C:2]=1[Cl:1])[C:27]1[CH:28]=[CH:29][C:24]([F:23])=[CH:25][CH:26]=1. Conditions: time 6 hour. Starting materials: ClC1=C(C=CC(=C1)Cl)C(C(N1N=CN=C1)F)O (1-(2,4-dichlorophenyl)-2-fluoro-2-(1H-1,2,4-triazol-1-yl)ethanol), OS(=O)(=O)O (H2SO4), FC1=CC=CC=C1 (fluorobenzene), ice. Procedure details: 276 g of 1-(2,4-dichlorophenyl)-2-fluoro-2-(1H-1,2,4-triazol-1-yl)ethanol are introduced, with vigorous stirring, into a mixture, cooled to 0° C., of 1 liter of 98% H2SO4 and 300 ml of fluorobenzene in such a manner that the internal temperature does not exceed +10° C. The reaction mixture is subsequently stirred at room temperature for a further 6 hours; it is then poured onto about 1.5 kg of ice, and extracted three times with 300 ml of methylene chloride each time. The combined extracts are w... Yields the product FC(C(C1=CC=C(C=C1)F)C1=C(C=C(C=C1)Cl)Cl)N1N=CN=C1 (1-Fluoro-1-(1H-1,2,4-triazol-1-yl)-2-(2,4-dichlorophenyl)-2-(4-fluorophenyl)ethane). Yield: 85.0%. Reactants: FC1=CC2=C(C(=NO2)C2CCN(CC2)CCC2=C(N=C3N(C2=O)C=CC=C3O)C)C=C1 (3-[2-[4-(6-fluoro-1,2-benzisoxazol-3-yl)piperidin-1-yl]ethyl]-9-hydroxy-2-methyl-4H-pyrido-[1,2-a]pyrimidin-4-one), [H][H] (Hydrogen). Reagents/catalysts: [C].[Pd] (palladium carbon). Solvent: C(C)(=O)O (acetic acid). The product is CC1=C(C(=O)N2CCCC(C2=N1)O)CCN3CCC(CC3)C=4C=5C=CC(=CC5ON4)F (Paliperidone). RXN SMILES: [F:1][C:2]1[CH:31]=[CH:30][C:5]2[C:6]([CH:9]3[CH2:14][CH2:13][N:12]([CH2:15][CH2:16][C:17]4[C:22](=[O:23])[N:21]5[CH:24]=[CH:25][CH:26]=[C:27]([OH:28])[C:20]5=[N:19][C:18]=4[CH3:29])[CH2:11][CH2:10]3)=[N:7][O:8][C:4]=2[CH:3]=1.[H][H]>[C].[Pd].C(O)(=O)C>[CH3:29][C:18]1[N:19]=[C:20]2[N:21]([CH2:24][CH2:25][CH2:26][CH:27]2[OH:28])[C:22](=[O:23])[C:17]=1[CH2:16][CH2:15][N:12]1[CH2:13][CH2:14][CH:9]([C:6]2[C:5]3[CH:30]=[CH:31][C:2]([F:1])=[CH:3][C:4]=3[O:8][N:7]=2)[CH2:10][CH2:11]1 |f:2.3|. Reported procedure: A mixture of 3-[2-[4-(6-fluoro-1,2-benzisoxazol-3-yl)piperidin-1-yl]ethyl]-9-hydroxy-2-methyl-4H-pyrido-[1,2-a]pyrimidin-4-one (formula-11) (5 grams), acetic acid (25 ml) and palladium carbon (4 grams) was taken in an autoclave. Hydrogen gas with a pressure of 3.0 Kg/cm2 was applied to the above mixture at 32° C. for 9 hrs. The reaction mixture was filtered through a hyflow bed. The filtrate was treated with water (100 ml) and the pH of the filtrate was adjusted to 10 using aqueous sodium hydrox... Starting materials: C[Mg]I (methylmagnesium iodide), O[C@@H]1[C@]2(C)[C@]3([C@@H](C1)C3)[C@@H]3C=CC1=CC(CC[C@]1(C)[C@H]3CC2)=O (17β-hydroxy-14β,15β-methylen-androsta-4,6-dien-3-one). The reagents and catalysts are O.C(C)(=O)[O-].[Cu+2].C(C)(=O)[O-] (copper acetate-monohydrate). Solvent: C1CCOC1 (THF), C1CCOC1 (THF), C1CCOC1 (THF). Conditions: temperature -5 celsius, time 2 hour. The product is O[C@@H]1[C@]2(C)[C@]3([C@@H](C1)C3)[C@@H]3[C@@H](CC1=CC(CC[C@]1(C)[C@H]3CC2)=O)C (17β-Hydroxy-7α-methyl-14β,15β-methylen-androst-4-en-3-one). RXN SMILES: [CH3:1][Mg]I.[OH:4][C@H:5]1[CH2:10][C@H:9]2[CH2:11][C@@:8]32[C@H:12]2[C@H:22]([CH2:23][CH2:24][C@:6]13[CH3:7])[C@:20]1([CH3:21])[C:15](=[CH:16][C:17](=[O:25])[CH2:18][CH2:19]1)[CH:14]=[CH:13]2>C1COCC1.O.C([O-])(=O)C.[Cu+2].C([O-])(=O)C>[OH:4][C@H:5]1[CH2:10][C@H:9]2[CH2:11][C@@:8]32[C@H:12]2[C@H:22]([CH2:23][CH2:24][C@:6]13[CH3:7])[C@:20]1([CH3:21])[C:15](=[CH:16][C:17](=[O:25])[CH2:18][CH2:19]1)[CH2:14][C@H:13]2[CH3:1] |f:3.4.5.6|. Procedure: 80 ml of THF is added to a solution of methylmagnesium iodide (prepared from 2.5 g of magnesium and 6.4 ml of methyl iodide in 80 ml of diethyl ether), it is cooled to −5° C., and 1 g of copper acetate-monohydrate, dissolved in 50 ml of THF, is added. It is cooled to −20° C., and then a solution of 5 g of 17β-hydroxy-14β,15β-methylen-androsta-4,6-dien-3-one in 80 ml of THF is added in drops. After 2 hours, it is poured onto ice water/2N sulfuric acid and extracted with 3×80 ml of ethyl acetate. ... The reactants are CCCCCC.C(C)(=O)OCC (hexane ethyl acetate), N1=C(C=C(C=C1)C(=O)OC)C(=O)OC (dimethyl pyridine-2,4-dicarboxylate), ice water, C(C)OCC (ethyl ether), [H-].C(C(C)C)[Al+]CC(C)C (diisobutylaluminium hydride). The solvent is C1(=CC=CC=C1)C (toluene), C1(=CC=CC=C1)C (toluene). Product: C(=O)C=1C=C(C(=O)OC)C=CN1 (methyl 2-formylisonicotinate). The yield is 29.8%. As a reaction SMILES: [N:1]1[CH:6]=[CH:5][C:4]([C:7]([O:9][CH3:10])=[O:8])=[CH:3][C:2]=1[C:11](OC)=[O:12].[H-].C([Al+]CC(C)C)C(C)C.C(OCC)C.CCCCCC.C(OCC)(=O)C>C1(C)C=CC=CC=1>[CH:11]([C:2]1[CH:3]=[C:4]([CH:5]=[CH:6][N:1]=1)[C:7]([O:9][CH3:10])=[O:8])=[O:12] |f:1.2,4.5|. Reported procedure: 1.07 g of dimethyl pyridine-2,4-dicarboxylate was dissolved in 20 ml of toluene, and with stirring under cooling at -80° to -70° C., 6.04 ml of a 1M toluene solution of diisobutylaluminium hydride was added dropwise over 2.5 hours, and the mixture was stirred at this temperature for 1 hour. The reaction mixture was poured into ice water, and ethyl ether was added. The organic layer was separated, worked up in a customary manner, and then purified by medium-pressure liquid chromatography Lobar co... The reactants are [N+](=O)([O-])C1=C2C=CC(=NC2=CC=C1)Cl (5-nitro-2-chloroquinoline), COC1=C(CN)C=CC=C1 (2-methoxybenzylamine), N1N=NC(=C1)C=O (1H-[1,2,3]triazole-4-carbaldehyde). Yields the product COC1=C(CNC2=NC=3C=CC=C(C3C=C2)NCC=2N=NNC2)C=CC=C1 (N2-(2-Methoxy-benzyl)-N5-(1H-[1,2,3]triazol-4-ylmethyl)-quinoline-2,5-diamine). RXN SMILES: [N+:1]([C:4]1[CH:13]=[CH:12][CH:11]=[C:10]2[C:5]=1[CH:6]=[CH:7][C:8](Cl)=[N:9]2)([O-])=O.[CH3:15][O:16][C:17]1[CH:24]=[CH:23][CH:22]=[CH:21][C:18]=1[CH2:19][NH2:20].[NH:25]1[CH:29]=[C:28]([CH:30]=O)[N:27]=[N:26]1>>[CH3:15][O:16][C:17]1[CH:24]=[CH:23][CH:22]=[CH:21][C:18]=1[CH2:19][NH:20][C:8]1[CH:7]=[CH:6][C:5]2[C:4]([NH:1][CH2:30][C:28]3[N:27]=[N:26][NH:25][CH:29]=3)=[CH:13][CH:12]=[CH:11][C:10]=2[N:9]=1. Procedure: The title compound, MS: m/e=361.5 (M+H+), was prepared from 5-nitro-2-chloroquinoline, 2-methoxybenzylamine and 1H-[1,2,3]triazole-4-carbaldehyde as described in example 26. Reactants: C(CCC)[Li] (n-butyl lithium), C(C1=CC=CC=C1)OC=1C=C(C=CC1)Br (3-benzyloxy-bromobenzene), B(OC(C)C)(OC(C)C)OC(C)C (tri-isopropyl borate). The solvent is C1CCOC1 (THF). Conditions: time 30 minute. Product: C(C1=CC=CC=C1)OC=1C=C(C=CC1)B(O)O (3-Benzyloxyphenyl Boronic Acid). As a reaction SMILES: [CH2:1]([O:8][C:9]1[CH:10]=[C:11](Br)[CH:12]=[CH:13][CH:14]=1)[C:2]1[CH:7]=[CH:6][CH:5]=[CH:4][CH:3]=1.C([Li])CCC.[B:21](OC(C)C)([O:26]C(C)C)[O:22]C(C)C>C1COCC1>[CH2:1]([O:8][C:9]1[CH:10]=[C:11]([B:21]([OH:26])[OH:22])[CH:12]=[CH:13][CH:14]=1)[C:2]1[CH:7]=[CH:6][CH:5]=[CH:4][CH:3]=1. Procedure details: A solution of 3-benzyloxy-bromobenzene 10 g (38 mmol) in 150 mL of anhydrous THF was cooled to -70° C. under a nitrogen atmosphere. 28.5 mL of n-butyl lithium (1.6M in hexanes) was added dropwise to the solution. The reaction mixture was stirred for 30 minutes, then tri-isopropyl borate 10.6 mL (45.6 mmol) was added. The reaction mixture was allowed to warm to ambient temperature over a two hour period. The reaction was quenched by the addition of 200 mL of 1N HCl and the reaction mixture was st... The reactants are BrCCCBr, CS(C)=O, CC(C)O, N#CCc1cccc(Cl)c1, [H-], [Na+], O. Yields the product N#CC1(c2cccc(Cl)c2)CCC1. RXN SMILES: [Br:11][CH2:12][CH2:13][CH2:14][Br:15].[CH3:18][S:19]([CH3:20])=[O:21].[CH3:23][CH:24]([OH:25])[CH3:26].[Cl:1][c:2]1[cH:3][c:4]([CH2:5][C:6]#[N:7])[cH:8][cH:9][cH:10]1.[H-:17].[Na+:16].[OH2:22]>>[Cl:1][c:2]1[cH:3][c:4]([C:5]2([C:6]#[N:7])[CH2:12][CH2:13][CH2:14]2)[cH:8][cH:9][cH:10]1.